The task is: describe an organic reaction: reactants, conditions, products, and yield. This data is from the Open Reaction Database (ORD), a public repository of structured organic reaction records. Starting materials: solution, FC1=CC=C(C=C1)NC(C(C)(C)C)=O (N-(4-fluoro-phenyl)-2,2-dimethyl-propionamide), CCCCCC (hexane), ice water, C(C1=CC=CC=C1)N1CCC(CC1)=O (1-benzyl-piperidin-4-one), Cl (HCl). Run in C1CCOC1 (THF), C1CCOC1 (THF). Reaction conditions: temperature 0 celsius, time 2 hour. Product: FC1=CC(=C(C=C1)NC(C(C)(C)C)=O)C1(CCN(CC1)C\C=C\C1=CC=C(C=C1)Cl)O (N-(4-Fluoro-2-{1-[(E)-3-(4-chloro-phenyl)-allyl]-4-hydroxy-piperidin-4-yl}-phenyl)-2,2-dimethyl-propionamide). As a reaction SMILES: [F:1][C:2]1[CH:7]=[CH:6][C:5]([NH:8][C:9](=[O:14])[C:10]([CH3:13])([CH3:12])[CH3:11])=[CH:4][CH:3]=1.[CH2:15]([N:22]1[CH2:27][CH2:26][C:25](=[O:28])[CH2:24][CH2:23]1)[C:16]1[CH:21]=[CH:20][CH:19]=[CH:18][CH:17]=1.[ClH:29].CCCC[CH2:34][CH3:35]>C1COCC1>[F:1][C:2]1[CH:3]=[CH:4][C:5]([NH:8][C:9](=[O:14])[C:10]([CH3:11])([CH3:13])[CH3:12])=[C:6]([C:25]2([OH:28])[CH2:24][CH2:23][N:22]([CH2:15]/[CH:16]=[CH:21]/[C:20]3[CH:19]=[CH:18][C:17]([Cl:29])=[CH:35][CH:34]=3)[CH2:27][CH2:26]2)[CH:7]=1. Reported procedure: A solution of n-buthyllithium in hexane (80.0 ml of a 1.6M solution) was added dropwise to a solution of N-(4-fluoro-phenyl)-2,2-dimethyl-propionamide (10.0 g) in dry THF (200 ml) at −5° C. under a N2 atmosphere over 15 min. The resulting solution was stirred at 0° C. for 2 hours, and then a solution of 1-benzyl-piperidin-4-one (9.20 ml) in THF (20 ml) was added dropewise to the above solution of the dianion at 0° C. over a 1 hour period. The reaction mixture was stirred for 2 hours at 0° C. and... Starting materials: BrC1=CC(=C(C=C1)OC)F (4-bromo-2-fluoroanisole), CC1(OC(NC2=C1C=C(C=C2)B(O)O)=O)C ((1,4-dihydro-4,4-dimethyl-2-oxo-2H-3,1-benzoxazin-6-yl)boronic acid). Product: FC=1C=C(C=CC1OC)C1=CC2=C(NC(OC2(C)C)=O)C=C1 (6-(3-Fluoro-4-methoxy-phenyl)4,4-dimethyl-1,4-dihydro-benzo[d][1,3]oxazin-2-one). As a reaction SMILES: Br[C:2]1[CH:7]=[CH:6][C:5]([O:8][CH3:9])=[C:4]([F:10])[CH:3]=1.[CH3:11][C:12]1([CH3:26])[C:17]2[CH:18]=[C:19](B(O)O)[CH:20]=[CH:21][C:16]=2[NH:15][C:14](=[O:25])[O:13]1>>[F:10][C:4]1[CH:3]=[C:2]([C:19]2[CH:20]=[CH:21][C:16]3[NH:15][C:14](=[O:25])[O:13][C:12]([CH3:26])([CH3:11])[C:17]=3[CH:18]=2)[CH:7]=[CH:6][C:5]=1[O:8][CH3:9]. Procedure: Prepared according to procedure B from 4-bromo-2-fluoroanisole and (1,4-dihydro-4,4-dimethyl-2-oxo-2H-3,1-benzoxazin-6-yl)boronic acid. White solid: mp 210-211° C. 1H-NMR (DMSO-d6), δ 10.27(s, 1H), 7.52-7.60 (m, 3H), 7.45(d, 1H, J=8.6 Hz), 7.22 (t, 1H, J=8.9 Hz), 6.94 (d, 1H, J=8.8 Hz), 3.87 (s, 3H), 1.66 (s, 6H). MS [M−H]−m/z=300 Anal. Calc. For C17H16FNO3: C, 67.76; H, 5.35; N, 4.65. Found: C, 67.88; H, 5.39; N, 4.70. Reactants: CC(=O)[O-], CCOC(C)=O, CC(=O)OC(C)=O, Cl, NCC#CCCl, [Na+]. Product: CC(=O)NCC#CCCl. As a reaction SMILES: [CH3:16][C:17](=[O:18])[O-:19].[CH3:20][CH2:21][O:22][C:23](=[O:24])[CH3:25].[CH3:8][C:9](=[O:10])[O:11][C:12](=[O:13])[CH3:14].[ClH:1].[NH2:2][CH2:3][C:4]#[C:5][CH2:6][Cl:7].[Na+:15]>>[NH:2]([CH2:3][C:4]#[C:5][CH2:6][Cl:7])[C:9]([CH3:8])=[O:10]. Starting materials: S(=O)(C1=CC(=CC=C1)N)(=O)O (m-sulphanilic acid), FC1=C(C(=NN=N1)F)F (trifluorotriazine), C([O-])([O-])=O.[Na+].[Na+] (sodium carbonate), C([O-])([O-])=O.[Na+].[Na+] (sodium carbonate), ice, NC1=C(C2=CC(=CC(=C2C=C1)O)S(=O)(=O)O)S(=O)(=O)O (2-amino-5-hydroxynaphthalene-1,7-disulphonic acid). Run in O (water). Conditions: time 5 minute. The product is diazo, NC1=C(C=2C=CC=C(C2C=C1)S(=O)(=O)O)S(=O)(=O)O (2-aminonaphthalene-1,5-disulphonic acid). The yield is 100.0%. RXN SMILES: [NH2:1][C:2]1[CH:11]=[CH:10][C:9]2[C:4](=[CH:5][C:6]([S:13]([OH:16])(=[O:15])=[O:14])=[CH:7][C:8]=2O)[C:3]=1[S:17]([OH:20])(=[O:19])=[O:18].FC1N=NN=C(F)C=1F.C(=O)([O-])[O-].[Na+].[Na+].S(O)(=O)(C1C=CC=C(N)C=1)=O>O>[NH2:1][C:2]1[CH:11]=[CH:10][C:5]2[C:6]([S:13]([OH:16])(=[O:14])=[O:15])=[CH:7][CH:8]=[CH:9][C:4]=2[C:3]=1[S:17]([OH:20])(=[O:19])=[O:18] |f:2.3.4|. Procedure details: 31.9 g of 2-amino-5-hydroxynaphthalene-1,7-disulphonic acid are dissolved in 400 ml of water under neutral conditions. 300 g of ice are then added, and 8.8 ml of trifluorotriazine are run in while maintaining a pH of 4.0 to 4.5 with 15% strength sodium carbonate solution. Stirring is continued for 5 minutes, and a neutral solution of 17.3 g of m-sulphanilic acid is then added while maintaining a pH of 5.0 to 5.5 with 15% strength sodium carbonate solution. During acylation, the temperature is al... Starting materials: CN(C)C=O, O=C=Nc1ccccc1F, CCOC(=O)C(=O)c1csc(N)n1. Product: CCOC(=O)C(=O)c1csc(NC(=O)Nc2ccccc2F)n1. As a reaction SMILES: [CH3:24][N:25]([CH3:26])[CH:27]=[O:28].[F:14][c:15]1[c:16]([N:21]=[C:22]=[O:23])[cH:17][cH:18][cH:19][cH:20]1.[NH2:1][c:2]1[s:3][cH:4][c:5]([C:7]([C:8](=[O:9])[O:10][CH2:11][CH3:12])=[O:13])[n:6]1>>[NH:1]([c:2]1[s:3][cH:4][c:5]([C:7]([C:8](=[O:9])[O:10][CH2:11][CH3:12])=[O:13])[n:6]1)[C:22]([NH:21][c:16]1[c:15]([F:14])[cH:20][cH:19][cH:18][cH:17]1)=[O:23]. RXN SMILES: [C:1]([CH3:2])(=[O:3])[O:4][CH:5]1[CH2:6][CH2:7][CH:8]([OH:11])[CH2:9][CH2:10]1.[CH2:29]1[O:30][CH2:31][CH2:32][CH2:33]1.[Cl:14][c:15]1[n:16][c:17]2[cH:18][c:19]([O:27][CH3:28])[c:20]([O:25][CH3:26])[cH:21][c:22]2[n:23][cH:24]1.[H-:13].[Na+:12]>>[C:1]([CH3:2])(=[O:3])[O:4][CH:5]1[CH2:6][CH2:7][CH:8]([O:11][c:15]2[n:16][c:17]3[cH:18][c:19]([O:27][CH3:28])[c:20]([O:25][CH3:26])[cH:21][c:22]3[n:23][cH:24]2)[CH2:9][CH2:10]1. Product: COc1cc2ncc(OC3CCC(OC(C)=O)CC3)nc2cc1OC. Starting materials: CC(=O)OC1CCC(O)CC1, C1CCOC1, COc1cc2ncc(Cl)nc2cc1OC, [H-], [Na+].